describe an organic reaction: reactants, conditions, products, and yield From a dataset of the Open Reaction Database (ORD), a public repository of structured organic reaction records. RXN SMILES: [N+](=[CH:3][C:4]([O:6][CH2:7][CH3:8])=[O:5])=[N-].[CH:9]1([C:14](=[O:16])[CH3:15])[CH2:13][CH:12]=[CH:11][CH2:10]1>ClCCl.CC([O-])=O.CC([O-])=O.CC([O-])=O.CC([O-])=O.[Rh+2].[Rh+2]>[C:14]([CH:9]1[CH2:13][CH:12]2[CH:11]([CH:3]2[C:4]([O:6][CH2:7][CH3:8])=[O:5])[CH2:10]1)(=[O:16])[CH3:15] |f:3.4.5.6.7.8|. Run at time 11 hour. Reactants: [N+](=[N-])=CC(=O)OCC (ethyl diazoacetate), C1(CC=CC1)C(C)=O (1-(cyclopent-3-en-1-yl)ethanone). Procedure details: A solution of ethyl diazoacetate (0.266 mL, 2.179 mmol) in dichloromethane (6 mL) was added over 6 hours via syringe pump to a solution of 1-(cyclopent-3-en-1-yl)ethanone (200 mg, 1.816 mmol) and rhodium(II) acetate dimer (16.1 mg, 0.036 mmol) in dichloromethane (6 mL). After an additional 11 hours, the reaction mixture was concentrated under reduced pressure. The residue was purified by chromatography on silica gel (10-30% ethyl acetate/hexanes) to afford ethyl 3-acetylbicyclo[3.1.0]hexane-6-ca... Yields the product C(C)(=O)C1CC2C(C2C1)C(=O)OCC (ethyl 3-acetylbicyclo[3.1.0]hexane-6-carboxylate). The solvent is ClCCl (dichloromethane), ClCCl (dichloromethane). Reagents/catalysts: CC(=O)[O-].CC(=O)[O-].CC(=O)[O-].CC(=O)[O-].[Rh+2].[Rh+2] (rhodium(II) acetate dimer). Reactants: C1=CC=C(C=C1)/C=C/CO[C@H]2[C@@H]([C@H]([C@@H]([C@H](O2)CO)O)O)O (colophony), ClC1=CC=C(C=C1)O (4-chlorophenol), halogen. The reagents and catalysts are [Cl-].[Zn+2].[Cl-] (zinc chloride). The product is C1=CC=C(C=C1)/C=C/CO[C@H]2[C@@H]([C@H]([C@@H]([C@H](O2)CO)O)O)O.C1(=CC=CC=C1)O (rosin phenol). RXN SMILES: [CH:1]1[CH:6]=[CH:5][C:4](/[CH:7]=[CH:8]/[CH2:9][O:10][C@@H:11]2[O:16][C@H:15]([CH2:17][OH:18])[C@@H:14]([OH:19])[C@H:13]([OH:20])[C@H:12]2[OH:21])=[CH:3][CH:2]=1.Cl[C:23]1[CH:28]=[CH:27][C:26]([OH:29])=[CH:25][CH:24]=1>[Cl-].[Zn+2].[Cl-]>[CH:1]1[CH:2]=[CH:3][C:4](/[CH:7]=[CH:8]/[CH2:9][O:10][C@@H:11]2[O:16][C@H:15]([CH2:17][OH:18])[C@@H:14]([OH:19])[C@H:13]([OH:20])[C@H:12]2[OH:21])=[CH:5][CH:6]=1.[C:26]1([OH:29])[CH:27]=[CH:28][CH:23]=[CH:24][CH:25]=1 |f:2.3.4,5.6|. Procedure: After having added 0.4 part of zinc chloride, 302 parts of colophony are slowly heated to 100° C. together with 128 parts of 4-chlorophenol, while passing nitrogen through the mixture, and said temperature is maintained for 2 hours. Subsequently the temperature is increased to 200° to 210° C., until after about 1 hour the reaction product is free from halogen. After cooling there is obtained a clear rosin having a softening point of about 105° C. The reactants are C(CCC)NCCCC (di-n-butylamine), C(CCC)[Li] (n-butyllithium), CC1=C(C(=C(C1[Si](C)(C)Cl)C)C)C (tetramethylcyclopentadienyl-dimethylsilylchloride). Solvent: C(C)OCC (diethyl ether). Conditions: temperature 0 celsius, time 30 minute. Yields the product C(CCC)N(CCCC)C1(C(=C(C(=C1C)C)C)C)[SiH](C)C (di-n-butylamino-dimethylsilyl-tetramethylcyclopentadiene). The yield is 40.9%. Reaction SMILES: [CH2:1]([NH:5][CH2:6][CH2:7][CH2:8][CH3:9])[CH2:2][CH2:3][CH3:4].C([Li])CCC.[CH3:15][C:16]1[CH:20]([Si:21](Cl)([CH3:23])[CH3:22])[C:19]([CH3:25])=[C:18]([CH3:26])[C:17]=1[CH3:27]>C(OCC)C>[CH2:1]([N:5]([C:20]1([SiH:21]([CH3:23])[CH3:22])[C:19]([CH3:25])=[C:18]([CH3:26])[C:17]([CH3:27])=[C:16]1[CH3:15])[CH2:6][CH2:7][CH2:8][CH3:9])[CH2:2][CH2:3][CH3:4]. Procedure details: A 250 ml roundboftom flask equipped with a condenser, stirrer, thermometer and dropping funnel with nitrogen inlet was charged with 50 ml diethyl ether in which di-n-butylamine (3.8 g, 27 mmol) was dissolved. The solution was cooled to 0° C. and n-butyllithium (26 mmol, 1.6 M in hexane) was added; the solution was stirred for 2 hours at 2° C. and 30 minutes ar room temperature. The solution was then cooled to -90° C. and tetramethylcyclopentadienyl-dimethylsilylchloride (5.7 g, 27 mmol) was adde... The reactants are BrC=1C=CC=2NC3=CC=C(C=C3C2C1)OC (3-bromo-6-methoxycarbazole), C(C(=C)C)(=O)OC (methyl methacrylate). Run in O1CCCC1 (tetrahydrofuran). Run at time 12 hour. The product is BrC=1C=CC=2N3C4=C(C=C(C=C4C2C1)OC)C(C(=C3)C)=O (10-bromo-2-methoxy-5-methyl-4H-pyrido[3,2,1-jk]carbazole-4-one). The yield is 95.0%. Reaction SMILES: [Br:1][C:2]1[CH:3]=[CH:4][C:5]2[NH:6][C:7]3[C:12]([C:13]=2[CH:14]=1)=[CH:11][C:10]([O:15][CH3:16])=[CH:9][CH:8]=3.[C:17](OC)(=[O:21])[C:18]([CH3:20])=[CH2:19]>O1CCCC1>[Br:1][C:2]1[CH:3]=[CH:4][C:5]2[N:6]3[CH:19]=[C:18]([CH3:20])[C:17](=[O:21])[C:8]4[CH:9]=[C:10]([O:15][CH3:16])[CH:11]=[C:12]([C:13]=2[CH:14]=1)[C:7]3=4. Reported procedure: 3-bromo-6-methoxycarbazole (20 g) produced in Example 1, step 1 was dissolved in anhydrous tetrahydrofuran (200 ml), and to the solution were added methyl methacrylate (77.6 ml), then Triton B (0.7 ml). The mixture was heated under reflux in an argon atmosphere for 2 hours, and the solvent was evaporated under reduced pressure. The resulting residue was suspended in methanol (60 ml), and sodium hydroxide (6.4 g) dissolved in water (80 ml) was added dropwise at room temperature, and the mixture w...